Dataset: the Open Reaction Database (ORD), a public repository of structured organic reaction records. Task: describe an organic reaction: reactants, conditions, products, and yield The reactants are ClC1=C(C(=O)OC(C)C)C=C(C(=C1)F)N1C(=NC(=CC1=O)C(F)(F)F)OC (isopropyl 2-chloro-4-fluoro-5-[2-methoxy-6-oxo-4-trifluoromethyl-1(6H)-pyrimidinyl]-benzoate), S(O)(O)(=O)=O (sulphuric acid), ice. The solvent is C(Cl)Cl (methylene chloride). Yields the product 2-chloro-4-fluoro, C(C1=CC=CC=C1)(=O)O (benzoic acid). Reaction SMILES: Cl[C:2]1[CH:13]=[C:12](F)[C:11](N2C(=O)C=C(C(F)(F)F)N=C2OC)=[CH:10][C:3]=1[C:4]([O:6]C(C)C)=[O:5].S(=O)(=O)(O)O>C(Cl)Cl>[C:4]([OH:6])(=[O:5])[C:3]1[CH:10]=[CH:11][CH:12]=[CH:13][CH:2]=1. Procedure: A solution of 5 g of isopropyl 2-chloro-4-fluoro-5-[2-methoxy-6-oxo-4-trifluoromethyl-1(6H)-pyrimidinyl]-benzoate in 20 ml of methylene chloride is treated with 25 ml of concentrated sulphuric acid while stirring and cooling at 20°-25° C. The reaction mixture is stirred at room temperature for 20 minutes and poured onto 100 g of ice. The organic phase is separated, the aqueous phase is extracted twice with 15 ml of ethyl acetate each time and the combined organic phases are washed to neutrality ... Starting materials: C(C)OC=C(C(=O)OCC)C(C1=C(C(=C(C(=C1)F)F)Cl)F)=O (ethyl 3-ethoxy-2-(3-chloro-2,4,5-trifluorobenzoyl)acrylate), ClC=1C(=C(C(=O)CC(=O)OCC)C=C(C1F)F)F (ethyl 3-chloro-2,4,5-trifluorobenzoylacetate), Cl.NC1=NC=C(C(=C1)N)F (2,4-diamino-5-fluoropyridine hydrochloride), CN1CCCC1 (N-methylpyrrolidine). The solvent is C(Cl)(Cl)Cl (chloroform). Run at temperature 90 celsius, time 15 minute. Yields the product NC1=NC=C(C(=C1)NC=C(C(=O)OCC)C(C1=C(C(=C(C(=C1)F)F)Cl)F)=O)F (ethyl 3-(2-amino-5-fluoropyridine-4-yl)amino-2-(3-chloro-2,4,5-trifluorobenzoyl)acrylate). RXN SMILES: C(O[CH:4]=[C:5]([C:11](=[O:22])[C:12]1[CH:17]=[C:16]([F:18])[C:15]([F:19])=[C:14]([Cl:20])[C:13]=1[F:21])[C:6]([O:8][CH2:9][CH3:10])=[O:7])C.ClC1C(F)=C(C=C(F)C=1F)C(CC(OCC)=O)=O.Cl.[NH2:42][C:43]1[CH:48]=[C:47]([NH2:49])[C:46]([F:50])=[CH:45][N:44]=1.CN1CCCC1>C(Cl)(Cl)Cl>[NH2:42][C:43]1[CH:48]=[C:47]([NH:49][CH:4]=[C:5]([C:11](=[O:22])[C:12]2[CH:17]=[C:16]([F:18])[C:15]([F:19])=[C:14]([Cl:20])[C:13]=2[F:21])[C:6]([O:8][CH2:9][CH3:10])=[O:7])[C:46]([F:50])=[CH:45][N:44]=1 |f:2.3|. Procedure: To 1.2 ml chloroform solution of ethyl 3-ethoxy-2-(3-chloro-2,4,5-trifluorobenzoyl)acrylate prepared from 0.34 g of ethyl 3-chloro-2,4,5-trifluorobenzoylacetate by normal process was added 0.25 g of 2,4-diamino-5-fluoropyridine hydrochloride together with 0.28 g of N-methylpyrrolidine. The solution was concentrated under reduced pressure, and to the residue were added 0.52 g of anhydrous potassium carbonate and 0.8 ml of N,N-dimethylformamide, and the mixture was stirred at 90° C. for 15 minutes... The reactants are O (water), C(C)N1C(=NC(=C(C1=O)C1=CC=C(C=C1)F)C1=CC=NC=C1)SC (3-ethyl-5-(4-fluorophenyl)-2-methylthio-6-(4-pyridyl)-4(3H)-pyrimidinone), OOS(=O)[O-].[K+] (Oxone), S(=O)(=O)(O[O-])[O-].[K+].[K+] (potassium peroxymonosulfate), CO (methanol). The product is C(C)N1C(=NC(=C(C1=O)C1=CC=C(C=C1)F)C1=CC=NC=C1)S(=O)(=O)C (3-Ethyl-5-(4-fluorophenyl)-2-methylsulfonyl-6-(4-pyridyl)-4(3H)-pyrimidinone). Reaction SMILES: [CH2:1]([N:3]1[C:8](=[O:9])[C:7]([C:10]2[CH:15]=[CH:14][C:13]([F:16])=[CH:12][CH:11]=2)=[C:6]([C:17]2[CH:22]=[CH:21][N:20]=[CH:19][CH:18]=2)[N:5]=[C:4]1[S:23][CH3:24])[CH3:2].OOS([O-])=O.[K+].S([O-])(O[O-])(=O)=O.[K+].[K+].[OH2:39].C[OH:41]>>[CH2:1]([N:3]1[C:8](=[O:9])[C:7]([C:10]2[CH:11]=[CH:12][C:13]([F:16])=[CH:14][CH:15]=2)=[C:6]([C:17]2[CH:18]=[CH:19][N:20]=[CH:21][CH:22]=2)[N:5]=[C:4]1[S:23]([CH3:24])(=[O:41])=[O:39])[CH3:2] |f:1.2,3.4.5|. Reported procedure: A mixture of 3-ethyl-5-(4-fluorophenyl)-2-methylthio-6-(4-pyridyl)-4(3H)-pyrimidinone (300 mg, 0.88 mmol) and Oxone® (potassium peroxymonosulfate, 2.54 g, 4.14 mmol) in methanol (71 ml) and water (33 ml) was stirred for 14 h. The solvent was concentrated to about 35 ml, followed by extraction with dichloromethane, drying and evaporation. The resulting white solid was used without purification in the next step. Starting materials: polyphosphoric acid, BrC1=C(C=CC(=C1)Cl)SCC(OCC)OCC (2-bromo-1-[(2,2-diethoxyethyl)thio]-4-chlorobenzene). Run in ClC1=CC=CC=C1 (chlorobenzene), ClC1=CC=CC=C1 (chlorobenzene). Run at temperature 120 celsius, time 15 minute. Product: BrC1=CC(=CC=2C=CSC21)Cl (7-Bromo-5-chloro-1-benzothiophene). As a reaction SMILES: [Br:1][C:2]1[CH:7]=[C:6]([Cl:8])[CH:5]=[CH:4][C:3]=1[S:9][CH2:10][CH:11](OCC)OCC>ClC1C=CC=CC=1>[Br:1][C:2]1[C:3]2[S:9][CH:10]=[CH:11][C:4]=2[CH:5]=[C:6]([Cl:8])[CH:7]=1. Procedure details: In a round-bottomed flask fitted with a reflux condenser and addition funnel, a mixture of chlorobenzene (11 mL) and polyphosphoric acid (7 g) was heated to reflux. A solution of 2-bromo-1-[(2,2-diethoxyethyl)thio]-4-chlorobenzene in chlorobenzene (10 mL) was added dropwise via addition funnel then the mixture was refluxed overnight. The viscous mixture was decanted while hot. Additional chlorobenzene (25 mL) was added to the flask, stirred at 120° C. for 15 minutes, then decanted. The remaining... The reactants are O (water), [OH-].[Na+] (sodium hydroxide), COC(C1=CC(=C(C(=C1)Cl)N)Cl)=O (Methyl-4-amino-3,5-dichlorobenzoate), C(C)(=O)N1C(NCC1)=O (1-acetyl-2-imidazolidone). Run in P(=O)(Cl)(Cl)Cl (phosphoryl chloride), P(=O)(Cl)(Cl)Cl (phosphoryl chloride). The product is C(C)(=O)N1C(NCC1)=NC1=C(C=C(C=C1Cl)C(=O)OC)Cl (1-Acetyl-2-(4-carbomethoxy-2,6-dichlorophenylimino)imidazolidine). The yield is 75.2%. As a reaction SMILES: [CH3:1][O:2][C:3](=[O:13])[C:4]1[CH:9]=[C:8]([Cl:10])[C:7]([NH2:11])=[C:6]([Cl:12])[CH:5]=1.[C:14]([N:17]1[CH2:21][CH2:20][NH:19][C:18]1=O)(=[O:16])[CH3:15].O.[OH-].[Na+]>P(Cl)(Cl)(Cl)=O>[C:14]([N:17]1[CH2:21][CH2:20][NH:19][C:18]1=[N:11][C:7]1[C:6]([Cl:12])=[CH:5][C:4]([C:3]([O:2][CH3:1])=[O:13])=[CH:9][C:8]=1[Cl:10])(=[O:16])[CH3:15] |f:3.4|. Procedure: Methyl-4-amino-3,5-dichlorobenzoate (16.8 g, 31 mmole), 1-acetyl-2-imidazolidone (4.3 g, 33.5 mmole) in phosphoryl chloride (44 ml) were stirred at 50° C. for 3 days. After cooling the phosphoryl chloride was evaporated to give an oily residue. Iced water was added to the residue which was then basified with aqueous sodium hydroxide. The mixture was extracted with methylene chloride which was then washed with water, dried (magnesium sulphate) and evaporated to give a creamy solid. This solid was...